Dataset: the Open Reaction Database (ORD), a public repository of structured organic reaction records. Task: describe an organic reaction: reactants, conditions, products, and yield Reactants: C1(CC1)N(C1=NC(=NN2C1=NC=C2C#N)S(=O)(=O)C)CC2=CC=C(C=C2)OC (4-(cyclopropyl(4-methoxybenzyl)amino)-2-(methylsulfonyl)imidazo[2,1-f][1,2,4]triazine-7-carbonitrile), NC=1C(=C(C=C(C1)C#N)C1CCN(CC1)C(=O)OC(C)(C)C)Cl (tert-butyl 4-(3-amino-2-chloro-5-cyanophenyl)piperidine-1-carboxylate), C(=O)([O-])[O-].[Cs+].[Cs+] (Cs2CO3). Solvent: CN(C)C=O (DMF), CCOC(=O)C (EtOAc). Conditions: temperature 70 celsius. Product: ClC1=C(C=C(C=C1C1CCNCC1)C#N)NC1=NN2C(C(=N1)NC1CC1)=NC=C2C#N (2-((2-chloro-5-cyano-3-(piperidin-4-yl)phenyl)amino)-4-(cyclopropylamino)imidazo[2,1-f][1,2,4]triazine-7-carbonitrile). RXN SMILES: [CH:1]1([N:4](CC2C=CC(OC)=CC=2)[C:5]2[C:10]3=[N:11][CH:12]=[C:13]([C:14]#[N:15])[N:9]3[N:8]=[C:7](S(C)(=O)=O)[N:6]=2)[CH2:3][CH2:2]1.[NH2:29][C:30]1[C:31]([Cl:51])=[C:32]([CH:38]2[CH2:43][CH2:42][N:41](C(OC(C)(C)C)=O)[CH2:40][CH2:39]2)[CH:33]=[C:34]([C:36]#[N:37])[CH:35]=1.C([O-])([O-])=O.[Cs+].[Cs+]>CN(C=O)C.CCOC(C)=O>[Cl:51][C:31]1[C:32]([CH:38]2[CH2:39][CH2:40][NH:41][CH2:42][CH2:43]2)=[CH:33][C:34]([C:36]#[N:37])=[CH:35][C:30]=1[NH:29][C:7]1[N:6]=[C:5]([NH:4][CH:1]2[CH2:2][CH2:3]2)[C:10]2=[N:11][CH:12]=[C:13]([C:14]#[N:15])[N:9]2[N:8]=1 |f:2.3.4|. Procedure details: A mixture of 4-(cyclopropyl(4-methoxybenzyl)amino)-2-(methylsulfonyl)imidazo[2,1-f][1,2,4]triazine-7-carbonitrile (142 mg, 0.357 mmol), tert-butyl 4-(3-amino-2-chloro-5-cyanophenyl)piperidine-1-carboxylate (100 mg, 0.298 mmol) and Cs2CO3 (194 mg, 0.596 mmol) in DMF (3 mL) was heated at 70° C. for 2 h. This was diluted with EtOAc, washed with water and brine and dried over Na2SO4. The crude mixture containing 2-((2-chloro-5-cyano-3-(piperidin-4-yl)phenyl)amino)-4-(cyclopropyl(4-methoxybenzyl)amin... Reactants: C(#N)C1=CC=C(C=C1)B1OCCO1 (2-(4-cyanophenyl)-[1,3,2]-dioxaborolane), BrC1=C(C=CC=C1)COCOC (1-bromo-2-((methoxymethoxy)methyl)-benzene). Product: B1(OCC2=C1C=CC=C2)C2=CC=C(C#N)C=C2 (4-(Benzo[c][1,2]oxaborol-1(3H)-yl)benzonitrile). RXN SMILES: [C:1]([C:3]1[CH:8]=[CH:7][C:6]([B:9]2[O:13][CH2:12][CH2:11]O2)=[CH:5][CH:4]=1)#[N:2].Br[C:15]1[CH:20]=[CH:19]C=[CH:17][C:16]=1COCOC>>[B:9]1([C:6]2[CH:5]=[CH:4][C:3]([C:1]#[N:2])=[CH:8][CH:7]=2)[C:17]2[CH:16]=[CH:15][CH:20]=[CH:19][C:11]=2[CH2:12][O:13]1. Procedure: This was prepared as per the procedure in Example 11, from 2-(4-cyanophenyl)-[1,3,2]-dioxaborolane and 1-bromo-2-((methoxymethoxy)methyl)-benzene to afford white crystalline product. The reactants are C1=CCC=CC1 (1,4-cyclohexadiene), C(C1=CC=CC=C1)O[C@@H]1[C@]2(O[C@H]([C@@H]1OC2)N2C(=O)N=C(NC(C1=CC=CC=C1)=O)C=C2)COCC2=CC=CC=C2 ((1S,3R,4R,7S)-7-Benzyloxy-1-benzyloxymethyl-3-(4-N-benzoylcytosin-1-yl)-2,5-dioxabicyclo[2.2.1]heptane), C1=CCC=CC1 (1,4-cyclohexadiene). Reagents/catalysts: [Pd] (palladium on carbon), [Pd] (palladium on carbon). Run in CO (methanol). Product: O[C@@H]1[C@]2(O[C@H]([C@@H]1OC2)N2C(=O)N=C(N)C=C2)CO ((1S,3R,4R,7S)-7-Hydroxy-1-hydroxymethyl-3-(cytosin-1-yl)-2,5-dioxabicyclo[2.2.1]-heptane), material. The yield is 36.0%. RXN SMILES: C([O:8][C@H:9]1[C@H:13]2[O:14][CH2:15][C@:10]1([CH2:32][O:33]CC1C=CC=CC=1)[O:11][C@H:12]2[N:16]1[CH:31]=[CH:30][C:20]([NH:21]C(=O)C2C=CC=CC=2)=[N:19][C:17]1=[O:18])C1C=CC=CC=1.C1CC=CCC=1>CO.[Pd]>[OH:8][C@H:9]1[C@H:13]2[O:14][CH2:15][C@:10]1([CH2:32][OH:33])[O:11][C@H:12]2[N:16]1[CH:31]=[CH:30][C:20]([NH2:21])=[N:19][C:17]1=[O:18]. Procedure: To a solution of nucleoside 57 (0.3 g, 0.55 mmol) in anhydrous methanol (22 cm3) were added 1,4-cyclohexadiene (5.0 cm3) and 10% palladium on carbon (0.314 g). The mixture was stirred under reflux for 18 h. Additional 10% palladium on carbon (0.380 g) and 1,4-cyclohexadiene (5.5 cm3) were added and the mixture was refluxed for 54 h. The reaction mixture was filtered through a pad of silica gel which was subsequently washed with methanol (1 500 cm3). The combined filtrate was evaporated under red... Product: CN(C)C(=O)C(=O)Nc1ncc(F)c2c(C(=O)C(=O)N3CCN(c4nnnn4-c4ccccc4)CC3)c[nH]c12. The reactants are F[B-](F)(F)F, CN(C)C(=O)C(=O)O, CCN(C(C)C)C(C)C, Nc1ncc(F)c2c(C(=O)C(=O)N3CCN(c4nnnn4-c4ccccc4)CC3)c[nH]c12, CN(C)C=O, CN(C)C(On1nnc2ccccc21)=[N+](C)C. RXN SMILES: [B-:50]([F:51])([F:52])([F:53])[F:54].[CH3:33][N:34]([C:35]([C:36](=[O:37])[OH:38])=[O:39])[CH3:40].[CH:41]([N:42]([CH2:43][CH3:44])[CH:45]([CH3:46])[CH3:47])([CH3:48])[CH3:49].[NH2:1][c:2]1[n:3][cH:4][c:5]([F:32])[c:6]2[c:7]1[nH:8][cH:9][c:10]2[C:11]([C:12](=[O:13])[N:14]1[CH2:15][CH2:16][N:17]([c:20]2[n:21][n:22][n:23][n:24]2-[c:25]2[cH:26][cH:27][cH:28][cH:29][cH:30]2)[CH2:18][CH2:19]1)=[O:31].[O:72]=[CH:73][N:74]([CH3:75])[CH3:76].[n:55]1([O:56][C:57]([N:58]([CH3:59])[CH3:60])=[N+:61]([CH3:62])[CH3:63])[c:64]2[cH:65][cH:66][cH:67][cH:68][c:69]2[n:70][n:71]1>>[NH:1]([c:2]1[n:3][cH:4][c:5]([F:32])[c:6]2[c:7]1[nH:8][cH:9][c:10]2[C:11]([C:12](=[O:13])[N:14]1[CH2:15][CH2:16][N:17]([c:20]2[n:21][n:22][n:23][n:24]2-[c:25]2[cH:26][cH:27][cH:28][cH:29][cH:30]2)[CH2:18][CH2:19]1)=[O:31])[C:36]([C:35]([N:34]([CH3:33])[CH3:40])=[O:39])=[O:37]. Starting materials: [Br-], CC(Br)C(=O)[O-], C1CCOC1, CC(C)Cc1ccc([Mg+])cc1, [Na+], O, O=S(=O)(O)O. The product is CC(C)Cc1ccc(C(C)C(=O)O)cc1. RXN SMILES: [Br-:8].[Br:1][CH:2]([C:3](=[O:4])[O-:5])[CH3:6].[CH2:26]1[O:27][CH2:28][CH2:29][CH2:30]1.[CH2:9]([CH:10]([CH3:11])[CH3:12])[c:13]1[cH:14][cH:15][c:16]([Mg+:19])[cH:17][cH:18]1.[Na+:7].[OH2:20].[S:21](=[O:22])(=[O:23])([OH:24])[OH:25]>>[CH:2]([C:3](=[O:4])[OH:5])([CH3:6])[c:16]1[cH:15][cH:14][c:13]([CH2:9][CH:10]([CH3:11])[CH3:12])[cH:18][cH:17]1. The reactants are C(C)N(O)CC (diethylhydroxylamine), C=O (formaldehyde), C(C=C)NCC=C (diallylamine). The product is C(C)N(OCN(CC=C)CC=C)CC ([N,N-Diethylaminoxymethyl]-diallylamine). Reaction SMILES: [CH2:1]([N:3]([CH2:5][CH3:6])[OH:4])[CH3:2].[CH2:7]=O.[CH2:9]([NH:12][CH2:13][CH:14]=[CH2:15])[CH:10]=[CH2:11]>>[CH2:1]([N:3]([CH2:5][CH3:6])[O:4][CH2:7][N:12]([CH2:13][CH:14]=[CH2:15])[CH2:9][CH:10]=[CH2:11])[CH3:2]. Procedure details: The procedure of Example I is repeated using 26.74 g of diethylhydroxylamine, 10.81 g of aqueous formaldehyde (37%) solution and 29.15 g of diallylamine, to afford the title compound. Procedure details: 1-Bromobutane (32.76 g, 0.239 mol) was added dropwise to a stirred solution of compound 5 (13.87 g, 0.120 mol) in sodium ethoxide (2.75 g of sodium metal in 100 ml of super-dry ethanol) at room temperature. The solution was heated at 80° C. for 2 h (glc and tlc analysis revealed a complete reaction) and the sodium bromide was filtered off. The solvent was removed in vacuo and the residue was distilled to give a colourless liquid. The solvent is [O-]CC.[Na+] (sodium ethoxide). Reaction conditions: temperature 80 celsius. Reaction SMILES: Br[CH2:2][CH2:3][CH2:4][CH3:5].[S:6]1[CH:10]=[CH:9][CH:8]=[C:7]1[SH:11].[Br-].[Na+]>[O-]CC.[Na+]>[CH2:2]([S:11][C:7]1[S:6][CH:10]=[CH:9][CH:8]=1)[CH2:3][CH2:4][CH3:5] |f:2.3,4.5|. Reactants: BrCCCC (1-Bromobutane), S1C(=CC=C1)S (Thiophene-2-thiol), [Br-].[Na+] (sodium bromide). The product is C(CCC)SC=1SC=CC1 (2-Butylsulphanylthiophene).